The task is: describe an organic reaction: reactants, conditions, products, and yield. This data is from the Open Reaction Database (ORD), a public repository of structured organic reaction records. The reactants are O (H2O), Cu(OAc2), C(I)I (CH2I2), CC1=C(C(CCC1)(C)C)CO (β-cyclogeraniol). The reagents and catalysts are [Zn] (Zn). Run in CC(=O)O (HOAc). Conditions: temperature -5 celsius, time 3 minute. Yields the product CC1(C2(CC2(CCC1)C)CO)C ((2,2,6-trimethylbicyclo[4.1.0]hept-1-yl)methanol). As a reaction SMILES: O.[CH2:2](I)I.[CH3:5][C:6]1[CH2:11][CH2:10][CH2:9][C:8]([CH3:13])([CH3:12])[C:7]=1[CH2:14][OH:15]>CC(O)=O.[Zn]>[CH3:13][C:8]1([CH3:12])[CH2:9][CH2:10][CH2:11][C:6]2([CH3:2])[C:7]1([CH2:14][OH:15])[CH2:5]2. Reported procedure: A solution of 0.4 g of Cu(OAc2).H2O in 20 mL of hot HOAc was treated with 8.8 g (0.13 g-atom) of Zn dust with shaking for 3 min, and the acid was decanted. The Zn-Cu couple was washed by decantation with 30 mL of 1:1 HOAc/Et2O, followed by Et2O (6×30 mL). Next, 20 mL of Et2O was added together with a crystal of I2. A mixture of 18.8 g (70 mmol) of CH2I2 and 3.08 g (20 mmol) of β-cyclogeraniol (l) was added dropwise over a 20-min period, with warming to maintain a gentle reflux. Heating at reflux... Reaction SMILES: [C:36](=[O:37])([O-:38])[O-:39].[CH2:1]([CH:2]=[CH2:3])[c:4]1[cH:5][c:6]2[c:7](=[O:20])[c:8]3[cH:9][cH:10][cH:11][cH:12][c:13]3[o:14][c:15]2[c:16]([CH3:19])[c:17]1[OH:18].[CH:21]([Cl:22])([Cl:23])[Cl:24].[Cl:25][c:26]1[cH:27][cH:28][cH:29][c:30]([C:31]([O:32][OH:34])=[O:33])[cH:35]1.[K+:40].[K+:41].[OH2:42]>>[CH2:1]1[CH:2]([CH2:3][OH:33])[O:18][c:17]2[c:4]1[cH:5][c:6]1[c:7](=[O:20])[c:8]3[cH:9][cH:10][cH:11][cH:12][c:13]3[o:14][c:15]1[c:16]2[CH3:19]. Product: Cc1c2c(cc3c(=O)c4ccccc4oc13)CC(CO)O2. The reactants are O=C([O-])[O-], C=CCc1cc2c(=O)c3ccccc3oc2c(C)c1O, ClC(Cl)Cl, O=C(OO)c1cccc(Cl)c1, [K+], [K+], O.